Dataset: the Open Reaction Database (ORD), a public repository of structured organic reaction records. Task: describe an organic reaction: reactants, conditions, products, and yield Starting materials: CC(C)c1ccc(NC(=O)CBr)c(C(F)(F)F)c1, O=C([O-])O, COCCNCc1ccc(OC(C)(C)C(=O)OC(C)(C)C)cc1, CN(C)C=O, [Na+], O. Product: COCCN(CC(=O)Nc1ccc(C(C)C)cc1C(F)(F)F)Cc1ccc(OC(C)(C)C(=O)OC(C)(C)C)cc1. As a reaction SMILES: [Br:24][CH2:25][C:26](=[O:27])[NH:28][c:29]1[c:30]([C:38]([F:39])([F:40])[F:41])[cH:31][c:32]([CH:35]([CH3:36])[CH3:37])[cH:33][cH:34]1.[C:42](=[O:43])([OH:44])[O-:45].[CH3:1][O:2][CH2:3][CH2:4][NH:5][CH2:6][c:7]1[cH:8][cH:9][c:10]([O:11][C:12]([C:13](=[O:14])[O:15][C:16]([CH3:17])([CH3:18])[CH3:19])([CH3:20])[CH3:21])[cH:22][cH:23]1.[CH3:48][N:49]([CH3:50])[CH:51]=[O:52].[Na+:46].[OH2:47]>>[CH3:1][O:2][CH2:3][CH2:4][N:5]([CH2:6][c:7]1[cH:8][cH:9][c:10]([O:11][C:12]([C:13](=[O:14])[O:15][C:16]([CH3:17])([CH3:18])[CH3:19])([CH3:20])[CH3:21])[cH:22][cH:23]1)[CH2:25][C:26](=[O:27])[NH:28][c:29]1[c:30]([C:38]([F:39])([F:40])[F:41])[cH:31][c:32]([CH:35]([CH3:36])[CH3:37])[cH:33][cH:34]1. The reactants are ClC=1C=CC2=C(C(=NCC(=N2)NN)C2=CC=CC=C2)C1 (7-chloro-2-hydrazino-5-phenyl-3H-1,4-benzodiazepine), O=C(C(=O)O)CC (α-oxobutyric acid). RXN SMILES: [Cl:1][C:2]1[CH:3]=[CH:4][C:5]2[N:11]=[C:10]([NH:12][NH2:13])[CH2:9][N:8]=[C:7]([C:14]3[CH:19]=[CH:18][CH:17]=[CH:16][CH:15]=3)[C:6]=2[CH:20]=1.O=[C:22]([CH2:26][CH3:27])[C:23]([OH:25])=[O:24]>>[Cl:1][C:2]1[CH:3]=[CH:4][C:5]2[N:11]=[C:10]([NH:12][N:13]=[C:22]([C:23]([OH:25])=[O:24])[CH2:26][CH3:27])[CH2:9][N:8]=[C:7]([C:14]3[CH:19]=[CH:18][CH:17]=[CH:16][CH:15]=3)[C:6]=2[CH:20]=1. The product is ClC=1C=CC2=C(C(=NCC(=N2)NN=C(CC)C(=O)O)C2=CC=CC=C2)C1 (7-chloro-2-[(1-carboxypropylidene)hydrazino]-5-phenyl-3H-1,4-benzodiazepine). Procedure: In the manner given in Example 3, 7-chloro-2-hydrazino-5-phenyl-3H-1,4-benzodiazepine was stirred with α-oxobutyric acid at room temperature to give 7-chloro-2-[(1-carboxypropylidene)hydrazino]-5-phenyl-3H-1,4-benzodiazepine.